From a dataset of the Open Reaction Database (ORD), a public repository of structured organic reaction records. describe an organic reaction: reactants, conditions, products, and yield The reactants are CCOCC, OCCC1CCCCCCC1, ClCCl, c1ccncc1. Yields the product O=CCC1CCCCCCC1. RXN SMILES: [CH3:18][CH2:19][O:20][CH2:21][CH3:22].[CH:7]1([CH2:15][CH2:16][OH:17])[CH2:8][CH2:9][CH2:10][CH2:11][CH2:12][CH2:13][CH2:14]1.[Cl:23][CH2:24][Cl:25].[cH:1]1[cH:2][cH:3][n:4][cH:5][cH:6]1>>[CH:7]1([CH2:15][CH:16]=[O:17])[CH2:8][CH2:9][CH2:10][CH2:11][CH2:12][CH2:13][CH2:14]1. Starting materials: C(C=C)C1C(CC(C(C(OC(C2CCCCN2C(C(C2(C(CC(C(C(CC(CC(=C1)C)C)OC)O2)OC)C)O)=O)=O)=O)C(=CC2CC(C(CC2)O)OC)C)C)O)=O (17-allyl-1,14-dihydroxy-12-[2'-(4"-hydroxy-3"-methoxycyclohexyl)-1'-methylvinyl]-23,25-dimethoxy-13,19,21,27-tetramethyl-11,28-dioxa-4-azatricyclo[22.3.1.04,9 ]octacos-18-ene-2,3,10,16-tetraone), ice acetone, [BH3-]C#N.[Na+] (NaBH3CN). Run in C(Cl)Cl (CH2Cl2), CO (MeOH). Run at time 2 hour. Yields the product C(C=C)C1C(CC(C(C(OC(C2CCCCN2C(C(C2(C(CC(C(C(CC(CC(=C1)C)C)OC)O2)OC)C)O)O)=O)=O)C(=CC2CC(C(CC2)O)OC)C)C)O)=O (17-Allyl-1,2,14-trihydroxy-12-[2'-(4"-hydroxy-3"-methoxycyclohexyl)-1'methylvinyl]-23,25-dimethoxy-13,19,21,27-tetramethyl-11,28-dioxa-4-azatricyclo[22.3.1.04,9 ]octacos-18-ene-3,10,16-trione). As a reaction SMILES: [CH2:1]([CH:4]1[CH:30]=[C:29]([CH3:31])[CH2:28][CH:27]([CH3:32])[CH2:26][CH:25]([O:33][CH3:34])[CH:24]2[O:35][C:20]([OH:39])([CH:21]([CH3:38])[CH2:22][CH:23]2[O:36][CH3:37])[C:19](=[O:40])[C:18](=[O:41])[N:17]2[CH:12]([CH2:13][CH2:14][CH2:15][CH2:16]2)[C:11](=[O:42])[O:10][CH:9]([C:43]([CH3:54])=[CH:44][CH:45]2[CH2:50][CH2:49][CH:48]([OH:51])[CH:47]([O:52][CH3:53])[CH2:46]2)[CH:8]([CH3:55])[CH:7]([OH:56])[CH2:6][C:5]1=[O:57])[CH:2]=[CH2:3].[BH3-]C#N.[Na+]>CO.C(Cl)Cl>[CH2:1]([CH:4]1[CH:30]=[C:29]([CH3:31])[CH2:28][CH:27]([CH3:32])[CH2:26][CH:25]([O:33][CH3:34])[CH:24]2[O:35][C:20]([OH:39])([CH:21]([CH3:38])[CH2:22][CH:23]2[O:36][CH3:37])[CH:19]([OH:40])[C:18](=[O:41])[N:17]2[CH:12]([CH2:13][CH2:14][CH2:15][CH2:16]2)[C:11](=[O:42])[O:10][CH:9]([C:43]([CH3:54])=[CH:44][CH:45]2[CH2:50][CH2:49][CH:48]([OH:51])[CH:47]([O:52][CH3:53])[CH2:46]2)[CH:8]([CH3:55])[CH:7]([OH:56])[CH2:6][C:5]1=[O:57])[CH:2]=[CH2:3] |f:1.2|. Procedure details: To a stirred solution of 17-allyl-1,14-dihydroxy-12-[2'-(4"-hydroxy-3"-methoxycyclohexyl)-1'-methylvinyl]-23,25-dimethoxy-13,19,21,27-tetramethyl-11,28-dioxa-4-azatricyclo[22.3.1.04,9 ]octacos-18-ene-2,3,10,16-tetraone (108 mg, 0.135 mmol) in 4 ml MeOH cooled to -5° C. (ice/acetone bath) was added in several portions NaBH3CN (160 mg). After addition was complete reaction was allowed to warm to RT. After stirring at RT for 2 hours the reaction mixture was diluted with 10 ml CH2Cl2 and purified by... Reactants: CC(=O)O, CN(C)C=O, CC(=O)OC(C)=O, CN(C)c1ccncc1, CO, O, O=C(O)c1ccc2cc(O)c(C(=O)O)cc2c1. Yields the product CC(=O)Oc1cc2ccc(C(=O)O)cc2cc1C(=O)O. RXN SMILES: [CH3:18][C:19]([OH:20])=[O:21].[CH3:22][N:23]([CH3:24])[CH:25]=[O:26].[CH3:28][C:29]([O:30][C:31](=[O:32])[CH3:33])=[O:34].[CH3:35][N:36]([CH3:37])[c:38]1[cH:39][cH:40][n:41][cH:42][cH:43]1.[CH3:44][OH:45].[OH2:27].[OH:1][c:2]1[cH:3][c:4]2[cH:5][cH:6][c:7]([C:15](=[O:16])[OH:17])[cH:8][c:9]2[cH:10][c:11]1[C:12](=[O:13])[OH:14]>>[O:1]([c:2]1[cH:3][c:4]2[cH:5][cH:6][c:7]([C:15](=[O:16])[OH:17])[cH:8][c:9]2[cH:10][c:11]1[C:12](=[O:13])[OH:14])[C:19]([CH3:18])=[O:20]. Conditions: temperature 85 celsius. Reaction SMILES: [NH4+].[Cl-].[NH4+].[OH-].[Br:5][C:6]1[CH:11]=[C:10]([N+:12]([O-:14])=[O:13])[CH:9]=[C:8]([N+:15]([O-])=O)[C:7]=1[OH:18]>O>[NH2:15][C:8]1[CH:9]=[C:10]([N+:12]([O-:14])=[O:13])[CH:11]=[C:6]([Br:5])[C:7]=1[OH:18] |f:0.1,2.3|. Procedure: 10 g of NH4Cl and 2 mL of NH4OH were added to a solution of 4.7 g of 2-bromo-4,6-dinitro-phenol and 50 mL of water. The mixture was heated to 85° C., and then cooled to 70° C. At this point 5.2 g of Na2S-9H2O was added, keeping reaction between 80-85° C. After addition, reaction was heated for 2 h at 85° C. Solution was then cooled in ice bath, and resulting precipitate was collected via filtration. The solid was then placed in 30 mL of water, brought to a boil, acidified with AcOH, along with 1... Run in O (water). Product: NC1=C(C(=CC(=C1)[N+](=O)[O-])Br)O (2-Amino-4-nitro-6-bromo-phenol). The reactants are Na2S-9H2O, [NH4+].[Cl-] (NH4Cl), [NH4+].[OH-] (NH4OH), BrC1=C(C(=CC(=C1)[N+](=O)[O-])[N+](=O)[O-])O (2-bromo-4,6-dinitro-phenol). Starting materials: N#N (N2), NC1=NC=CC(=C1[N+](=O)[O-])C (2-amino-4-methyl-3-nitropyridine), N1=C(C=CC=C1)C=O (pyridine-2-carbaldehyde). The product is NC1=NC=CC(=C1[N+](=O)[O-])C=CC1=NC=CC=C1 (2-Amino-4-(2-pyridin-2-yl-ethenyl)-3-nitropyridine). Isolated yield 49.9%. RXN SMILES: N#N.[NH2:3][C:4]1[C:9]([N+:10]([O-:12])=[O:11])=[C:8]([CH3:13])[CH:7]=[CH:6][N:5]=1.[N:14]1[CH:19]=[CH:18][CH:17]=[CH:16][C:15]=1[CH:20]=O>>[NH2:3][C:4]1[C:9]([N+:10]([O-:12])=[O:11])=[C:8]([CH:13]=[CH:20][C:15]2[CH:16]=[CH:17][CH:18]=[CH:19][N:14]=2)[CH:7]=[CH:6][N:5]=1. Reported procedure: Similarly to Example N2, the condensation of 2.58 g of 2-amino-4-methyl-3-nitropyridine and 1.8 g of pyridine-2-carbaldehyde gives 2.03 g of the title compound of m.p. 161–163° C. The mass spectrum shows the molecular peak MH+ at 243.0 Da. Starting materials: CSc1nc(Cl)c(C=O)c(Nc2ccccc2)n1, [K+], [K+], O=C([O-])[O-], C1COCCO1, O, OB(O)c1ccccc1. The product is CSc1nc(Nc2ccccc2)c(C=O)c(-c2ccccc2)n1. As a reaction SMILES: [Cl:1][c:2]1[n:3][c:4]([S:17][CH3:18])[n:5][c:6]([NH:10][c:11]2[cH:12][cH:13][cH:14][cH:15][cH:16]2)[c:7]1[CH:8]=[O:9].[K+:19].[K+:20].[O-:21][C:22]([O-:23])=[O:24].[O:34]1[CH2:35][CH2:36][O:37][CH2:38][CH2:39]1.[OH2:40].[OH:25][B:26]([OH:27])[c:28]1[cH:29][cH:30][cH:31][cH:32][cH:33]1>>[c:2]1(-[c:28]2[cH:29][cH:30][cH:31][cH:32][cH:33]2)[n:3][c:4]([S:17][CH3:18])[n:5][c:6]([NH:10][c:11]2[cH:12][cH:13][cH:14][cH:15][cH:16]2)[c:7]1[CH:8]=[O:9]. Starting materials: Cl(=O)(=O)(=O)[O-].[Na+] (sodium perchlorate), CN(C)C(Cl)(Cl)N(C)C (bis(dimethylamino)dichloromethane). The solvent is O (water), O (water). Reaction conditions: time 1 hour. Yields the product Cl(=O)(=O)(=O)[O-].CN(C)[C+](Cl)N(C)C (bis(dimethylamino)chlorocarbenium perchlorate). Yield: 96.7%. Reaction SMILES: [Cl:1]([O-:5])(=[O:4])(=[O:3])=[O:2].[Na+].[CH3:7][N:8]([C:10]([N:13]([CH3:15])[CH3:14])(Cl)[Cl:11])[CH3:9]>O>[Cl:1]([O-:5])(=[O:4])(=[O:3])=[O:2].[CH3:7][N:8]([C+:10]([N:13]([CH3:15])[CH3:14])[Cl:11])[CH3:9] |f:0.1,4.5|. Procedure: 3.60 g of sodium perchlorate in 10 ml of water are added with stirring to a solution of 5.00 g (29.2 mmol) of bis(dimethylamino)dichloromethane in 20 ml of water. The reaction mixture is subsequently stirred for 1 hour with ice-cooling. The residue is filtered off and washed with 10 ml of ice-water and subsequently dried at 50° C. under reduced pressure (7.0 Pa), giving 6.64 g of bis(dimethylamino)chlorocarbenium perchlorate, corresponding to a yield of 94.0%. The reactants are COC1=NS(N=C1OC)(=O)=O (3,4-dimethoxy-1,2,5-thiadiazole 1,1-dioxide), CN(C)CC1=CC=C(O1)CSCCN (2-[(5-dimethylaminomethyl-2-furyl)methylthio]ethylamine), C(CC)N (n-propylamine). Solvent: CO (methanol), CO (methanol). Run at time 15 minute. The product is CN(C)CC1=CC=C(O1)CSCCNC1=NS(N=C1NCCC)(=O)=O (3-{2-[(5-Dimethylaminomethyl-2-furyl)methylthio]ethylamino}-4-propylamino-1,2,5-thiadiazole 1,1-dioxide). As a reaction SMILES: [CH3:1][N:2]([CH2:4][C:5]1[O:9][C:8]([CH2:10][S:11][CH2:12][CH2:13][NH2:14])=[CH:7][CH:6]=1)[CH3:3].CO[C:17]1[C:21](OC)=[N:20][S:19](=[O:25])(=[O:24])[N:18]=1.[CH2:26]([NH2:29])[CH2:27][CH3:28]>CO>[CH3:3][N:2]([CH2:4][C:5]1[O:9][C:8]([CH2:10][S:11][CH2:12][CH2:13][NH:14][C:17]2[C:21]([NH:29][CH2:26][CH2:27][CH3:28])=[N:20][S:19](=[O:25])(=[O:24])[N:18]=2)=[CH:7][CH:6]=1)[CH3:1]. Procedure details: A solution of 2-[(5-dimethylaminomethyl-2-furyl)methylthio]ethylamine (2.41 g; 11.2 mmoles) in 25 ml of dry methanol was added dropwise over a period of 30 minutes to a well stirred suspension of 3,4-dimethoxy-1,2,5-thiadiazole 1,1-dioxide (2.0 g; 11.2 mmoles) in 200 ml of dry methanol that had been cooled to 2° in an ice-water bath. After 15 minutes, 4.0 ml of n-propylamine was added all at once and the mixture stirred at ambient temperature for 30 minutes. The reaction mixture was evaporated u... Starting materials: C1(C=CC=C2C3=CC=CC=C3C=C12)=O (fluorenone), [N+](=O)([O-])C1=C(C=C(C=C1)C(C)(C)CC(C)(C)C)N=NC1=C(C=CC=C1)O (2-nitro-2'-hydroxy-5-t-octylazobenzene), C1(C=CC=C2C3=CC=CC=C3C=C12)=O (fluorenone), aqueous solution, [OH-].[Na+] (sodium hydroxide), Cl (hydrochloric acid), O=C[C@H](O)[C@@H](O)[C@H](O)[C@H](O)CO (glucose), Cl (hydrochloric acid). Solvent: CO (methanol), CO (methanol), O (water). Conditions: temperature 25 celsius. Yields the product C1(=CC=CC=2C3=CC=CC=C3CC12)O (fluorenol). As a reaction SMILES: [N+](C1C=CC(C(CC(C)(C)C)(C)C)=CC=1N=NC1C=CC=CC=1O)([O-])=O.[C:27]1(=[O:40])[C:39]2[C:31]([C:32]3[C:37]([CH:38]=2)=[CH:36][CH:35]=[CH:34][CH:33]=3)=[CH:30][CH:29]=[CH:28]1.[OH-].[Na+].O=C[C@@H]([C@H]([C@@H]([C@@H](CO)O)O)O)O.Cl>O.CO>[C:27]1([OH:40])[C:39]2[CH2:38][C:37]3[C:32](=[CH:33][CH:34]=[CH:35][CH:36]=3)[C:31]=2[CH:30]=[CH:29][CH:28]=1 |f:2.3|. Reported procedure: 35.5g (0.1 mole) of 2-nitro-2'-hydroxy-5-t-octylazobenzene are added to the mixture of 60 ml of methanol, 2.3 g of fluorenone and 64 g of 50% aqueous solution of sodium hydroxide. The mixture is stirred at 70°-75° C. and to the mixture is slowly added 55.4 g (0.3 mol) of glucose in 55 ml of water over 2 hours. The reaction mixture is heated for an additional three hours, then 160 ml of methanol is added at 55°-60° C. and 14.2 g of 35% hydrochloric acid slowly added and stirred at 40°-50° C. for ...